This data is from the Open Reaction Database (ORD), a public repository of structured organic reaction records. The task is: describe an organic reaction: reactants, conditions, products, and yield Reaction SMILES: C([O:8][C:9]1[CH:10]=[C:11]([CH:32]=[CH:33][C:34]=1[N+:35]([O-])=O)[C:12]([N:14]1[C:20]2[CH:21]=[CH:22][CH:23]=[CH:24][C:19]=2[N:18]([CH2:25][C:26]([O:28][CH2:29][CH3:30])=[O:27])[C:17](=[O:31])[CH2:16][CH2:15]1)=[O:13])C1C=CC=CC=1.[H][H]>[Pd].C(O)C.O1CCOCC1>[NH2:35][C:34]1[CH:33]=[CH:32][C:11]([C:12]([N:14]2[C:20]3[CH:21]=[CH:22][CH:23]=[CH:24][C:19]=3[N:18]([CH2:25][C:26]([O:28][CH2:29][CH3:30])=[O:27])[C:17](=[O:31])[CH2:16][CH2:15]2)=[O:13])=[CH:10][C:9]=1[OH:8]. Reported procedure: A solution of 5-(3-benzyloxy-4-nitrobenzoyl)-1-ethoxycarbonylmethyl-1,3,4,5-tetrahydro-1,5-benzodiazepin-2(2H)-one (2.2 g), 10% palladium on carbon (220 mg) in ethanol (30 ml) and 1,4-dioxane (15 ml) was stirred under 4 atmospheric pressure of hydrogen at ambient temperature for 7 hours. The reaction mixture was filtered through a bed of celite, concentrated and purified by silica gel column chromatography (SiO2 60 g, ethyl acetate:n-hexane =2:1) to give 5-(4-amino-3-hydroxybenzoyl)-1-ethoxycarb... The product is NC1=C(C=C(C(=O)N2CCC(N(C3=C2C=CC=C3)CC(=O)OCC)=O)C=C1)O (5-(4-amino-3-hydroxybenzoyl)-1-ethoxycarbonylmethyl-1,3,4,5-tetrahydro-1,5-benzodiazepin-2(2H)-one). The reagents and catalysts are [Pd] (palladium on carbon). Solvent: C(C)O (ethanol), O1CCOCC1 (1,4-dioxane). The reactants are C(C1=CC=CC=C1)OC=1C=C(C(=O)N2CCC(N(C3=C2C=CC=C3)CC(=O)OCC)=O)C=CC1[N+](=O)[O-] (5-(3-benzyloxy-4-nitrobenzoyl)-1-ethoxycarbonylmethyl-1,3,4,5-tetrahydro-1,5-benzodiazepin-2(2H)-one), [H][H] (hydrogen). Isolated yield 89.5%.